This data is from the Open Reaction Database (ORD), a public repository of structured organic reaction records. The task is: describe an organic reaction: reactants, conditions, products, and yield The reactants are [N+](=O)([O-])C1=C(C=CC=C1)NC(CC(=O)OCC)C (Ethyl 3-(2-nitrophenylamino)butanoate), CCO (EtOH). Reagents/catalysts: [Pd] (palladium on carbon). The solvent is CCOC(=O)C (EtOAc). Run at time 3 hour. The product is NC1=C(C=CC=C1)NC(CC(=O)OCC)C (ethyl 3-(2-aminophenylamino)butanoate). As a reaction SMILES: [N+:1]([C:4]1[CH:9]=[CH:8][CH:7]=[CH:6][C:5]=1[NH:10][CH:11]([CH3:18])[CH2:12][C:13]([O:15][CH2:16][CH3:17])=[O:14])([O-])=O.CCO>[Pd].CCOC(C)=O>[NH2:1][C:4]1[CH:9]=[CH:8][CH:7]=[CH:6][C:5]=1[NH:10][CH:11]([CH3:18])[CH2:12][C:13]([O:15][CH2:16][CH3:17])=[O:14]. Procedure: A round bottomed flask was charged with palladium on carbon (327 mg, 0.308 mmol) and a stirbar. Ethyl 3-(2-nitrophenylamino)butanoate (776 mg, 3.08 mmol) in 1:1 EtOH:EtOAc (40 mL) was added, and the flask was evacuated and purged with hydrogen three times. Stirred at room temperature for 3 h. The mixture was filtered and concentrated to yield ethyl 3-(2-aminophenylamino)butanoate as an oil. Reactants: C(C=C)C1=C(C(=CC(=C1O)Br)F)N1C(N(C(=CC1=O)C(F)(F)F)C)=O (3-(2-Allyl-4-bromo-6-fluoro-3-hydroxyphenyl)-1-methyl-6-trifluoromethyl-2,4(1H,3H)-pyrimidine-dione), O.C1(=CC=C(C=C1)S(=O)(=O)O)C (p-toluenesulfonic acid monohydrate). Run in C=1(C(=CC=CC1)C)C (xylene). Yields the product BrC1=CC(=C(C2=C1OC(C2)C)N2C(N(C(=CC2=O)C(F)(F)F)C)=O)F (3-(7-bromo-5-fluoro-2-methyl-2,3-dihydro-benzo[b]furan-4-yl)-1-methyl-6-trifluoromethyl-2,4(1H,3H)-pyrimidinedione). The yield is 97.3%. RXN SMILES: [CH2:1]([C:4]1[C:9]([OH:10])=[C:8]([Br:11])[CH:7]=[C:6]([F:12])[C:5]=1[N:13]1[C:18](=[O:19])[CH:17]=[C:16]([C:20]([F:23])([F:22])[F:21])[N:15]([CH3:24])[C:14]1=[O:25])[CH:2]=[CH2:3].O.C1(C)C=CC(S(O)(=O)=O)=CC=1>C1(C)C(C)=CC=CC=1>[Br:11][C:8]1[C:9]2[O:10][CH:2]([CH3:3])[CH2:1][C:4]=2[C:5]([N:13]2[C:18](=[O:19])[CH:17]=[C:16]([C:20]([F:22])([F:21])[F:23])[N:15]([CH3:24])[C:14]2=[O:25])=[C:6]([F:12])[CH:7]=1 |f:1.2|. Reported procedure: 3-(2-Allyl-4-bromo-6-fluoro-3-hydroxyphenyl)-1-methyl-6-trifluoromethyl-2,4(1H,3H)-pyrimidine-dione (1.50 g) was dissolved in xylene (15 ml). After p-toluenesulfonic acid monohydrate (0.54 g) was added thereto, it was allowed to react under the refluxing condition for 12 hours. After the completion of the reaction, it was extracted with ethyl acetate, washed with an aqueous sodium hydrogen-carbonate solution and water, and then dried over anhydrous magnesium sulfate. Ethyl acetate was distilled ...